This data is from the Open Reaction Database (ORD), a public repository of structured organic reaction records. The task is: describe an organic reaction: reactants, conditions, products, and yield Reactants: BrCC=1C=C(C(=O)OC)C=CC1CBr (methyl 3,4-bis(bromomethyl)benzoate), C(C1=CC=CC=C1)N (benzylamine). Solvent: C1=CC=CC=C1 (benzene). Reaction conditions: time 30 minute. The product is C(C1=CC=CC=C1)N1CC2=CC=C(C=C2C1)C(=O)OC (methyl 2-benzylisoindoline-5-carboxylate). Yield: 28.5%. Reaction SMILES: Br[CH2:2][C:3]1[CH:4]=[C:5]([CH:10]=[CH:11][C:12]=1[CH2:13]Br)[C:6]([O:8][CH3:9])=[O:7].[CH2:15]([NH2:22])[C:16]1[CH:21]=[CH:20][CH:19]=[CH:18][CH:17]=1>C1C=CC=CC=1>[CH2:15]([N:22]1[CH2:2][C:3]2[C:12](=[CH:11][CH:10]=[C:5]([C:6]([O:8][CH3:9])=[O:7])[CH:4]=2)[CH2:13]1)[C:16]1[CH:21]=[CH:20][CH:19]=[CH:18][CH:17]=1. Reported procedure: TEA was added at room temperature, in the course of 15 minutes, to a solution of methyl 3,4-bis(bromomethyl)benzoate (9.3 g; 1 equiv.) and benzylamine (4.3 g; 1.4 equiv.) in 83.7 ml of benzene. The resulting reaction mixture was first stirred for 30 minutes at room temperature and then heated for 20 hours at reflux (110-120° C.). When the conversion was complete, the reaction mixture was cooled to room temperature and filtered. The filtrate was taken up in 100 ml of dichloromethane and washed 2×...